This data is from the Open Reaction Database (ORD), a public repository of structured organic reaction records. The task is: describe an organic reaction: reactants, conditions, products, and yield Reactants: CCN=C=NCCCN(C)C.Cl (EDCl), C=1C=CC2=C(C1)N=NN2O (HOBt), CN1CCOCC1 (4-methyl morpholin), ClC=1C=C(COC(NC=2C=C3CCNCC3=CC2)=O)C=C(C1)Cl ((1,2,3,4-Tetrahydro-isoquinolin-6-yl)-carbamic acid 3,5-dichloro-benzyl ester), 1H-1,2,3-benzothiazole-5-carboxyllic. Solvent: O (water), CN(C)C=O (DMF). The product is ClC=1C=C(COC(NC=2C=C3CCN(CC3=CC2)C(=O)C2=CC3=C(NN=N3)C=C2)=O)C=C(C1)Cl ([2-(1H-Benzotriazole-5-carbonyl)-1,2,3,4-tetrahydro-isoquinolin-6-yl]-carbamic acid 3,5-dichloro-benzyl ester), solid. Yield: 70.0%. As a reaction SMILES: [Cl:1][C:2]1[CH:3]=[C:4]([CH:20]=[C:21]([Cl:23])[CH:22]=1)[CH2:5][O:6][C:7](=[O:19])[NH:8][C:9]1[CH:10]=[C:11]2[C:16](=[CH:17][CH:18]=1)[CH2:15][NH:14][CH2:13][CH2:12]2.CN1CC[O:28][CH2:27]C1.CCN=C=NCCCN(C)C.Cl.[CH:43]1[CH:44]=[CH:45][C:46]2[N:51](O)[N:50]=[N:49][C:47]=2[CH:48]=1>CN(C=O)C.O>[Cl:23][C:21]1[CH:20]=[C:4]([CH:3]=[C:2]([Cl:1])[CH:22]=1)[CH2:5][O:6][C:7](=[O:19])[NH:8][C:9]1[CH:10]=[C:11]2[C:16](=[CH:17][CH:18]=1)[CH2:15][N:14]([C:27]([C:43]1[CH:44]=[CH:45][C:46]3[NH:51][N:50]=[N:49][C:47]=3[CH:48]=1)=[O:28])[CH2:13][CH2:12]2 |f:2.3|. Reported procedure: Starting material 47 (46 mg, 0.1 mmol), 1H-1,2,3-benzothiazole-5-carboxyllic acid (22 mg, 0.1 mmol) and 4-methyl morpholin (40 μL, 0.4 mmol) were dissolved in 2 ml DMF. Then EDCl (38 mg, 0.2 mmol) and HOBt (26 mg, 0.2 mmol) were added and the mixture was stirred over night at ambient temperature. The reaction mixture was mixed with water and the resulting precipitate was filtered and dried in vacuo at 45° C. The desired product 48 could thereby be isolated as light brown solid (34 mg, 0.07 mmol,... Starting materials: O=C([O-])O, CC#N, Cc1nc2n(c(=O)c1CCCl)CCCC2, Cl, ON=C(c1ccc(F)cc1F)C1CCNCC1, [I-], [K+], [Na+]. Yields the product Cc1nc2n(c(=O)c1CCN1CCC(C(=NO)c3ccc(F)cc3F)CC1)CCCC2. As a reaction SMILES: [C:34](=[O:35])([O-:36])[OH:37].[CH3:41][C:42]#[N:43].[Cl:1][CH2:2][CH2:3][c:4]1[c:5]([CH3:15])[n:6][c:7]2[n:8]([c:9]1=[O:10])[CH2:11][CH2:12][CH2:13][CH2:14]2.[ClH:16].[F:17][c:18]1[c:19]([C:20]([CH:21]2[CH2:22][CH2:23][NH:24][CH2:25][CH2:26]2)=[N:27][OH:28])[cH:29][cH:30][c:31]([F:33])[cH:32]1.[I-:40].[K+:39].[Na+:38]>>[CH2:2]([CH2:3][c:4]1[c:5]([CH3:15])[n:6][c:7]2[n:8]([c:9]1=[O:10])[CH2:11][CH2:12][CH2:13][CH2:14]2)[N:24]1[CH2:23][CH2:22][CH:21]([C:20]([c:19]2[c:18]([F:17])[cH:32][c:31]([F:33])[cH:30][cH:29]2)=[N:27][OH:28])[CH2:26][CH2:25]1.